Task: describe an organic reaction: reactants, conditions, products, and yield. Dataset: the Open Reaction Database (ORD), a public repository of structured organic reaction records Starting materials: CC(=O)O[BH-](OC(C)=O)OC(C)=O, CC(=O)O, CC(C)C(=O)Nc1cccc(C2CCNCC2)c1, O=Cc1ccc(Oc2ccc(Cl)cc2)cc1, ClCCCl, [Na+], [Na+], O=C([O-])O. The product is CC(C)C(=O)Nc1cccc(C2CCN(Cc3ccc(Oc4ccc(Cl)cc4)cc3)CC2)c1. Reaction SMILES: [C:35]([O:36][BH-:37]([O:38][C:39](=[O:40])[CH3:41])[O:42][C:43](=[O:44])[CH3:45])(=[O:46])[CH3:47].[C:49]([OH:50])(=[O:51])[CH3:52].[CH3:17][CH:18]([C:19](=[O:20])[NH:21][c:22]1[cH:23][c:24]([CH:28]2[CH2:29][CH2:30][NH:31][CH2:32][CH2:33]2)[cH:25][cH:26][cH:27]1)[CH3:34].[Cl:1][c:2]1[cH:3][cH:4][c:5]([O:6][c:7]2[cH:8][cH:9][c:10]([CH:11]=[O:12])[cH:13][cH:14]2)[cH:15][cH:16]1.[Cl:58][CH2:59][CH2:60][Cl:61].[Na+:48].[Na+:57].[O-:53][C:54]([OH:55])=[O:56]>>[Cl:1][c:2]1[cH:3][cH:4][c:5]([O:6][c:7]2[cH:8][cH:9][c:10]([CH2:11][N:31]3[CH2:30][CH2:29][CH:28]([c:24]4[cH:23][c:22]([NH:21][C:19]([CH:18]([CH3:17])[CH3:34])=[O:20])[cH:27][cH:26][cH:25]4)[CH2:33][CH2:32]3)[cH:13][cH:14]2)[cH:15][cH:16]1. Starting materials: FC1=C(CNC2=CC(=NC=C2C(=O)N)NC2=CC=C(C=C2)C2CCNCC2)C=CC=C1 (4-(2-fluorobenzylamino)-6-(4-(piperidin-4-yl)phenylamino)nicotinamide), Cl (HCl), CCN(C(C)C)C(C)C (DIEA), CC(=O)C (acetone), NaBH(OAC)3. The solvent is ClCCCl (1,2-dichloroethane), O1CCOCC1 (dioxane), CC(=O)O (HOAc), O (Water). Run at time 1 hour. The product is FC1=C(CNC2=CC(=NC=C2C(=O)N)NC2=CC=C(C=C2)C2CCN(CC2)C(C)C)C=CC=C1 (4-(2-fluorobenzylamino)-6-(4-(1-isopropylpiperidin-4-yl)phenylamino)nicotinamide), Cl (HCl). As a reaction SMILES: [F:1][C:2]1[CH:31]=[CH:30][CH:29]=[CH:28][C:3]=1[CH2:4][NH:5][C:6]1[C:11]([C:12]([NH2:14])=[O:13])=[CH:10][N:9]=[C:8]([NH:15][C:16]2[CH:21]=[CH:20][C:19]([CH:22]3[CH2:27][CH2:26][NH:25][CH2:24][CH2:23]3)=[CH:18][CH:17]=2)[CH:7]=1.[ClH:32].CCN(C(C)C)[CH:36]([CH3:38])[CH3:37].CC(C)=O>ClCCCl.O1CCOCC1.O.CC(O)=O>[F:1][C:2]1[CH:31]=[CH:30][CH:29]=[CH:28][C:3]=1[CH2:4][NH:5][C:6]1[C:11]([C:12]([NH2:14])=[O:13])=[CH:10][N:9]=[C:8]([NH:15][C:16]2[CH:17]=[CH:18][C:19]([CH:22]3[CH2:27][CH2:26][N:25]([CH:36]([CH3:38])[CH3:37])[CH2:24][CH2:23]3)=[CH:20][CH:21]=2)[CH:7]=1.[ClH:32]. Reported procedure: Compound 4-(2-fluorobenzylamino)-6-(4-(piperidin-4-yl)phenylamino)nicotinamide (Example 106) HCl salt (110 mg, 0.24 mmol) was stirred in 5 mL 1,2-dichloroethane (DCE) and 5 mL dioxane. To the slurry were added DIEA (0.21 mL, 1.2 mmol) and acetone (0.18 mL, 2.4 mmol). The mixture was stirred at RT for 1 h. To the mixture were then added HOAc (0.25 mL) and NaBH(OAC)3 (260 mg, 1.2 mmol). The mixture was stirred at RT for overnight. Water (10 mL) was added. The mixture was concentrated in vacuo. The... Solvent: O (water). Isolated yield 100.0%. Starting materials: Cl.COC([C@H](C(C)C)N)=O ((S)-2-amino-3-methyl-butyric acid methyl ester hydrochloride), C(O)([O-])=O.[Na+] (sodium hydrogen carbonate), ClCCl (dichloromethane). Yields the product COC([C@H](C(C)C)N)=O ((S)-2-amino-3-methyl-butyric acid methyl ester). Procedure details: A solution of (S)-2-amino-3-methyl-butyric acid methyl ester hydrochloride (6.72 g, 40 mmol) in water (50 mL) was partitioned between saturated sodium hydrogen carbonate solution and dichloromethane. The organic layer was separated, washed with water and brine, dried over anhydrous magnesium sulfate, filtered and evaporated to afford (S)-2-amino-3-methyl-butyric acid methyl ester (40 mmol). A solution of (S)-2-amino-3-methyl-butyric acid methyl ester (40 mmol), 2,2,2-trifluoro-1-methoxy-ethanol ... As a reaction SMILES: Cl.[CH3:2][O:3][C:4](=[O:10])[C@@H:5]([NH2:9])[CH:6]([CH3:8])[CH3:7].C(=O)([O-])O.[Na+].ClCCl>O>[CH3:2][O:3][C:4](=[O:10])[C@@H:5]([NH2:9])[CH:6]([CH3:8])[CH3:7] |f:0.1,2.3|. Starting materials: [BH4-].[Na+] (sodium borohydride), [N+](=O)([O-])C1=CC=C2NC=C(CCN)C2=C1 (5-Nitrotryptamine), C(C=1C(O)=CC=CC1)=O (salicylaldehyde), [OH-].[K+] (potassium hydroxide). Run in C(C)O (ethanol). The product is [N+](=O)([O-])C=1C=C2C(=CNC2=CC1)CCNCC1=C(C=CC=C1)O (2-{[2-(5-nitro-1H-indol-3-yl)-ethylamino]-methyl}-phenol). Reaction SMILES: [N+:1]([C:4]1[CH:15]=[C:14]2[C:7]([NH:8][CH:9]=[C:10]2[CH2:11][CH2:12][NH2:13])=[CH:6][CH:5]=1)([O-:3])=[O:2].[CH:16](=O)[C:17]1[C:18](=[CH:20][CH:21]=[CH:22][CH:23]=1)[OH:19].[OH-].[K+].[BH4-].[Na+]>C(O)C>[N+:1]([C:4]1[CH:15]=[C:14]2[C:7](=[CH:6][CH:5]=1)[NH:8][CH:9]=[C:10]2[CH2:11][CH2:12][NH:13][CH2:16][C:17]1[CH:23]=[CH:22][CH:21]=[CH:20][C:18]=1[OH:19])([O-:3])=[O:2] |f:2.3,4.5|. Procedure: 5-Nitrotryptamine (6 mmol) and salicylaldehyde (7 mmol) are dissolved in ethanol (35 mL) buffered with potassium hydroxide (0.15 g) and treated with sodium borohydride (18 mmol) 8 h at 24° C. The ethanol is removed in vacuo and the residue partitioned between ether and water, the ether phase dried, evaporated and the oil chromatographed on silica gel with ethyl acetate-hexane to afford 2-{[2-(5-nitro-1H-indol-3-yl)-ethylamino]-methyl}-phenol. After hydrogenation over Pd/C as above, the residue i... Starting materials: C1(CCCCC1)N1CCNCC1 (1-cyclohexylpiperazine), CS(=O)(=O)OCC[C@@]1(CN(CC1)C(CC1=CC(=CC=C1)OC(C)C)=O)C1=CC(=C(C=C1)Cl)Cl.C(C)#N (acetonitrile (R)-3-(2-methanesulfonyloxyethyl)-3-(3,4-dichlorophenyl)-1-[(3-isopropoxyphenyl)acetyl)pyrrolidine). Yields the product ClC=1C=C(C=CC1Cl)[C@@]1(CN(CC1)C(CC1=CC(=CC=C1)OC(C)C)=O)CCN1CCN(CC1)C1CCCCC1 ((R)-3-(3,4-dichlorophenyl)-1-[(3-isopropoxyphenyl)acetyl]-3-[2-(4-cyclohexylpiperazin-1-yl)ethyl]pyrrolidine). As a reaction SMILES: [CH:1]1([N:7]2[CH2:12][CH2:11][NH:10][CH2:9][CH2:8]2)[CH2:6][CH2:5][CH2:4][CH2:3][CH2:2]1.CS(O[CH2:18][CH2:19][C@@:20]1([C:38]2[CH:43]=[CH:42][C:41]([Cl:44])=[C:40]([Cl:45])[CH:39]=2)[CH2:24][CH2:23][N:22]([C:25](=[O:37])[CH2:26][C:27]2[CH:32]=[CH:31][CH:30]=[C:29]([O:33][CH:34]([CH3:36])[CH3:35])[CH:28]=2)[CH2:21]1)(=O)=O.C(#N)C>>[Cl:45][C:40]1[CH:39]=[C:38]([C@@:20]2([CH2:19][CH2:18][N:10]3[CH2:11][CH2:12][N:7]([CH:1]4[CH2:6][CH2:5][CH2:4][CH2:3][CH2:2]4)[CH2:8][CH2:9]3)[CH2:24][CH2:23][N:22]([C:25](=[O:37])[CH2:26][C:27]3[CH:32]=[CH:31][CH:30]=[C:29]([O:33][CH:34]([CH3:35])[CH3:36])[CH:28]=3)[CH2:21]2)[CH:43]=[CH:42][C:41]=1[Cl:44] |f:1.2|. Procedure details: In 30 ml of acetonitrile (R)-3-(2-methanesulfonyloxyethyl)-3-(3,4-dichlorophenyl)-1-[(3-isopropoxyphenyl)acetyl)pyrrolidine (3.17 g), prepared as described, suora, is mixed with an equimolar amount of 1-cyclohexylpiperazine. The reaction mixture is then heated to reflux and refluxed for about ten hours. The mixture is then concentrated under vacuum and the residue is taken up in methylene chloride and washed with a 3N solution of hydrochloric acid, followed by a wash with brine. The organic frac... The reactants are CC(=O)OC(C)=O, Cc1cnc(C(=O)O)c(C(=O)O)c1, COCCOC, c1ccncc1. The product is Cc1cnc2c(c1)C(=O)OC2=O. Reaction SMILES: [CH3:14][C:15]([O:16][C:17](=[O:18])[CH3:19])=[O:20].[CH3:1][c:2]1[cH:3][c:4]([C:11](=[O:12])[OH:13])[c:5]([C:8](=[O:9])[OH:10])[n:6][cH:7]1.[CH3:27][O:28][CH2:29][CH2:30][O:31][CH3:32].[cH:21]1[cH:22][cH:23][n:24][cH:25][cH:26]1>>[CH3:1][c:2]1[cH:3][c:4]2[c:5]([n:6][cH:7]1)[C:8](=[O:10])[O:13][C:11]2=[O:12]. Reactants: C=CC(OC(C)=O)C(Cc1ccccc1)NC(=O)OC(C)(C)C, ClCCCl, O, O, O=[O+][O-]. Product: CC(=O)OC(C=O)C(Cc1ccccc1)NC(=O)OC(C)(C)C. As a reaction SMILES: [C:5]([CH3:6])([CH3:7])([CH3:8])[O:9][C:10](=[O:11])[NH:12][CH:13]([CH:14]([CH:15]=[CH2:16])[O:17][C:18]([CH3:19])=[O:20])[CH2:21][c:22]1[cH:23][cH:24][cH:25][cH:26][cH:27]1.[CH2:29]([Cl:30])[CH2:31][Cl:32].[O:1].[O:28].[O:2]=[O+:3][O-:4]>>[O:2]=[CH:15][CH:14]([CH:13]([NH:12][C:10]([O:9][C:5]([CH3:6])([CH3:7])[CH3:8])=[O:11])[CH2:21][c:22]1[cH:23][cH:24][cH:25][cH:26][cH:27]1)[O:17][C:18]([CH3:19])=[O:20].